The task is: describe an organic reaction: reactants, conditions, products, and yield. This data is from the Open Reaction Database (ORD), a public repository of structured organic reaction records. The product is CCc1cccc2c3c([nH]c12)C(CC)(CC(C)=O)OCC3. Reaction SMILES: [CH2:1]([CH3:2])[C:3]1([CH2:18][CH:19]([CH3:20])[OH:21])[O:4][CH2:5][CH2:6][c:7]2[c:8]1[nH:9][c:10]1[c:11]([CH2:16][CH3:17])[cH:12][cH:13][cH:14][c:15]21.[CH3:22][S:23]([CH3:24])=[O:25].[Cl:36][CH2:37][Cl:38].[S:32](=[O:33])(=[O:34])=[O:35].[n:26]1[cH:27][cH:28][cH:29][cH:30][cH:31]1>>[CH2:1]([CH3:2])[C:3]1([CH2:18][C:19]([CH3:20])=[O:21])[O:4][CH2:5][CH2:6][c:7]2[c:8]1[nH:9][c:10]1[c:11]([CH2:16][CH3:17])[cH:12][cH:13][cH:14][c:15]21. Reactants: CCc1cccc2c3c([nH]c12)C(CC)(CC(C)O)OCC3, CS(C)=O, ClCCl, O=S(=O)=O, c1ccncc1.